Dataset: the Open Reaction Database (ORD), a public repository of structured organic reaction records. Task: describe an organic reaction: reactants, conditions, products, and yield Starting materials: C[Si](C)(C)CCOCn1cc(C#N)nc1C(=O)Nc1ccc(C2CCNCC2)cc1C1=CCCCC1, C1CCOC1, CCOC(C)=O, CCN(C(C)C)C(C)C, O=C(OC(Cl)(Cl)Cl)OC(Cl)(Cl)Cl, ClCCl, O=C(O)C(F)(F)F, NCCO. The product is C[Si](C)(C)CCOCn1cc(C#N)nc1C(=O)Nc1ccc(C2CCN(C(=O)NCCO)CC2)cc1C1=CCCCC1. As a reaction SMILES: [C:8]1([c:14]2[c:15]([NH:26][C:27](=[O:28])[c:29]3[n:30]([CH2:36][O:37][CH2:38][CH2:39][Si:40]([CH3:41])([CH3:42])[CH3:43])[cH:31][c:32]([C:34]#[N:35])[n:33]3)[cH:16][cH:17][c:18]([CH:20]3[CH2:21][CH2:22][NH:23][CH2:24][CH2:25]3)[cH:19]2)=[CH:9][CH2:10][CH2:11][CH2:12][CH2:13]1.[CH2:72]1[O:73][CH2:74][CH2:75][CH2:76]1.[CH3:77][CH2:78][O:79][C:80]([CH3:81])=[O:82].[CH:44]([N:45]([CH2:46][CH3:47])[CH:48]([CH3:49])[CH3:50])([CH3:51])[CH3:52].[Cl:53][C:54]([Cl:55])([O:56][C:57]([O:58][C:59]([Cl:60])([Cl:61])[Cl:62])=[O:63])[Cl:64].[Cl:69][CH2:70][Cl:71].[F:1][C:2]([F:3])([F:4])[C:5]([OH:6])=[O:7].[NH2:65][CH2:66][CH2:67][OH:68]>>[C:8]1([c:14]2[c:15]([NH:26][C:27](=[O:28])[c:29]3[n:30]([CH2:36][O:37][CH2:38][CH2:39][Si:40]([CH3:41])([CH3:42])[CH3:43])[cH:31][c:32]([C:34]#[N:35])[n:33]3)[cH:16][cH:17][c:18]([CH:20]3[CH2:21][CH2:22][N:23]([C:57](=[O:63])[NH:65][CH2:66][CH2:67][OH:68])[CH2:24][CH2:25]3)[cH:19]2)=[CH:9][CH2:10][CH2:11][CH2:12][CH2:13]1. Reactants: CO (methanol), O=C(C(OC)=O)N1[C@@H](CC1)C1=NN=NN1CCCC=1C=NC=CC1 ((2S)-1-(1,2-Dioxo-2-methoxyethyl)-2-(1-[3-(3-pyridyl)-1-propyl]-1H-tetrazol-5-yl)azetidine), [Cl-].[NH4+] (ammonium chloride), CC(CC)(C)[Mg]Cl (1,1-dimethylpropylmagnesium chloride), Example 19. Run in ClCCl (dichloromethane), O1CCCC1 (THF), O1CCCC1 (tetrahydrofuran). Run at temperature -78 celsius, time 3 hour. Yields the product O=C(C(C(CC)(C)C)=O)N1[C@@H](CC1)C1=NN=NN1CCCC=1C=NC=CC1 ((2S)-1-(1,2-Dioxo-3,3-dimethylpentyl)2-(1-[3-(3-pyridyl)-1-propyl]-1H-tetrazol-5-yl)azetidine). Yield: 8.0%. As a reaction SMILES: [O:1]=[C:2]([N:7]1[CH2:10][CH2:9][C@H:8]1[C:11]1[N:15]([CH2:16][CH2:17][CH2:18][C:19]2[CH:20]=[N:21][CH:22]=[CH:23][CH:24]=2)[N:14]=[N:13][N:12]=1)[C:3](=[O:6])OC.[CH3:25][C:26]([Mg]Cl)([CH3:29])[CH2:27][CH3:28].[Cl-].[NH4+].CO>O1CCCC1.ClCCl>[O:1]=[C:2]([N:7]1[CH2:10][CH2:9][C@H:8]1[C:11]1[N:15]([CH2:16][CH2:17][CH2:18][C:19]2[CH:20]=[N:21][CH:22]=[CH:23][CH:24]=2)[N:14]=[N:13][N:12]=1)[C:3](=[O:6])[C:26]([CH3:29])([CH3:25])[CH2:27][CH3:28] |f:2.3|. Reported procedure: (2S)-1-(1,2-Dioxo-2-methoxyethyl)-2-(1-[3-(3-pyridyl)-1-propyl]-1H-tetrazol-5-yl)azetidine from Reference Example 19 (95.8 mg, 0.290 mmol, 1.0 eq) was dissolved in dry tetrahydrofuran (THF) (1.0 mL) and cooled to about −78° C. under an argon atmosphere. To this solution, 1,1-dimethylpropylmagnesium chloride in THF (380 μL of 1M, 0.380 mmol, 1.3 eq) was introduced via syringe. After stirring the resulting homogeneous mixture at about −78° C. for about 3 hours, the mixture was poured into saturate...